This data is from the Open Reaction Database (ORD), a public repository of structured organic reaction records. The task is: describe an organic reaction: reactants, conditions, products, and yield Reactants: C1(=CC=CC=C1)C1C(OCC1)=O (3-phenyl-dihydro-furan-2-one). Reagents/catalysts: [Rh] (rhodium). Solvent: C(C)O (ethanol). Yields the product C1(CCCCC1)C1C(OCC1)=O (3-Cyclohexyl-dihydro-furan-2-one). Yield: 92.1%. Reaction SMILES: [C:1]1([CH:7]2[CH2:11][CH2:10][O:9][C:8]2=[O:12])[CH:6]=[CH:5][CH:4]=[CH:3][CH:2]=1>[Rh].C(O)C>[CH:1]1([CH:7]2[CH2:11][CH2:10][O:9][C:8]2=[O:12])[CH2:2][CH2:3][CH2:4][CH2:5][CH2:6]1. Procedure: Stir a mixture of 3-phenyl-dihydro-furan-2-one (9.0 g), rhodium on carbone (5%, 3.62 g) and ethanol (220 mL) on a hydrogenation parr shaker at 60 psi, 60° C. for 18 hours. Remove the reaction from the parr shaker and filter the mixture through celite, concentrate the filtrate to afford 8.6 g (92%) of the title compound.